Dataset: the Open Reaction Database (ORD), a public repository of structured organic reaction records. Task: describe an organic reaction: reactants, conditions, products, and yield Starting materials: BrC1=CC=C(O1)C1=NC=2C(=NC=CC2)N1CC(=O)O (2-(5-bromo-2-furanyl)-3H-imidazo[4,5-b]pyridine-3-acetic acid), C(=O)(N1C=NC=C1)N1C=NC=C1 (1,1'-carbonyldiimidazole), N (ammonia). Run in O1CCCC1 (tetrahydrofuran). Reaction conditions: time 2 day. Yields the product BrC1=CC=C(O1)C1=NC=2C(=NC=CC2)N1CC(=O)N (2-(5-Bromo-2-furanyl)-3H-imidazo[4,5-b]pyridine-3-acetamide). The yield is 37.9%. RXN SMILES: [Br:1][C:2]1[O:6][C:5]([C:7]2[N:15]([CH2:16][C:17]([OH:19])=O)[C:10]3=[N:11][CH:12]=[CH:13][CH:14]=[C:9]3[N:8]=2)=[CH:4][CH:3]=1.C(N1C=CN=C1)([N:22]1C=CN=C1)=O.N>O1CCCC1>[Br:1][C:2]1[O:6][C:5]([C:7]2[N:15]([CH2:16][C:17]([NH2:22])=[O:19])[C:10]3=[N:11][CH:12]=[CH:13][CH:14]=[C:9]3[N:8]=2)=[CH:4][CH:3]=1. Reported procedure: A mixture of 2-(5-bromo-2-furanyl)-3H-imidazo[4,5-b]pyridine-3-acetic acid (5.90 g, 0.0183 mole) and 1,1'-carbonyldiimidazole (2.97 g, 0.0183 mole) was stirred at room temperature in dry tetrahydrofuran (100 ml) for 2.5 hours with a stream of nitrogen bubbling through it. The reaction mixture was cooled in a dry ice/acetone bath, and liquid ammonia (50 ml) was added. The mixture was allowed to warm to room temperature and was stirred for 2 days under nitrogen atmosphere. The solvents were remove... The reactants are COC(C)(Cc1c([N+](=O)[O-])ccc(F)c1F)OC, [H-], [Na+], O=C1NC(=O)c2ccccc21, CN(C)C=O. The product is COC(C)(Cc1c([N+](=O)[O-])ccc(N2C(=O)c3ccccc3C2=O)c1F)OC. As a reaction SMILES: [F:14][c:15]1[c:16]([F:31])[c:17]([CH2:24][C:25]([CH3:26])([O:27][CH3:28])[O:29][CH3:30])[c:18]([N+:21](=[O:22])[O-:23])[cH:19][cH:20]1.[H-:12].[Na+:13].[O:1]=[C:2]1[NH:3][C:4](=[O:5])[c:6]2[cH:7][cH:8][cH:9][cH:10][c:11]21.[O:32]=[CH:33][N:34]([CH3:35])[CH3:36]>>[O:1]=[C:2]1[N:3]([c:15]2[c:16]([F:31])[c:17]([CH2:24][C:25]([CH3:26])([O:27][CH3:28])[O:29][CH3:30])[c:18]([N+:21](=[O:22])[O-:23])[cH:19][cH:20]2)[C:4](=[O:5])[c:6]2[cH:7][cH:8][cH:9][cH:10][c:11]21. Starting materials: C1=CC=C(C=C1)P(CCCP(C2=CC=CC=C2)C3=CC=CC=C3)C4=CC=CC=C4 (DPPP), CC(C)([O-])C.[Na+] (sodium tert-butoxide), BrC1=NC=CC=C1 (2-bromopyridine), NCC1=C(C=CC=2CCN(CCC21)C(=O)OC(C)(C)C)Cl (6-aminomethyl-3-tert-butoxycarbonyl-7-chloro-2,3,4,5-tetrahydro-1H-benzo[d]azepine). The reagents and catalysts are C=1C=CC(=CC1)/C=C/C(=O)/C=C/C2=CC=CC=C2.C=1C=CC(=CC1)/C=C/C(=O)/C=C/C2=CC=CC=C2.C=1C=CC(=CC1)/C=C/C(=O)/C=C/C2=CC=CC=C2.[Pd].[Pd] (tris(dibenzylideneacetone)dipalladium(0)). Solvent: C1(=CC=CC=C1)C (toluene). Conditions: temperature 95 celsius, time 20 hour. Yields the product C(C)(C)(C)OC(=O)N1CCC2=C(CC1)C(=C(C=C2)Cl)CNC2=NC=CC=C2 (3-tert-butoxycarbonyl-7-chloro-6-(pyridin-2-ylaminomethyl)-2,3,4,5-tetrahydro-1H-benzo[d]azepine). Yield: 203.5%. Reaction SMILES: C1C=CC(P(C2C=CC=CC=2)CCCP(C2C=CC=CC=2)C2C=CC=CC=2)=CC=1.CC(C)([O-])C.[Na+].Br[C:37]1[CH:42]=[CH:41][CH:40]=[CH:39][N:38]=1.[NH2:43][CH2:44][C:45]1[C:55]2[CH2:54][CH2:53][N:52]([C:56]([O:58][C:59]([CH3:62])([CH3:61])[CH3:60])=[O:57])[CH2:51][CH2:50][C:49]=2[CH:48]=[CH:47][C:46]=1[Cl:63]>C1(C)C=CC=CC=1.C1C=CC(/C=C/C(/C=C/C2C=CC=CC=2)=O)=CC=1.C1C=CC(/C=C/C(/C=C/C2C=CC=CC=2)=O)=CC=1.C1C=CC(/C=C/C(/C=C/C2C=CC=CC=2)=O)=CC=1.[Pd].[Pd]>[C:59]([O:58][C:56]([N:52]1[CH2:53][CH2:54][C:55]2[C:45]([CH2:44][NH:43][C:37]3[CH:42]=[CH:41][CH:40]=[CH:39][N:38]=3)=[C:46]([Cl:63])[CH:47]=[CH:48][C:49]=2[CH2:50][CH2:51]1)=[O:57])([CH3:62])([CH3:60])[CH3:61] |f:1.2,6.7.8.9.10|. Procedure: Add tris(dibenzylideneacetone)dipalladium(0) (52 mg, 0.06 mmol), DPPP (47 mg, 0.11 mmol), sodium tert-butoxide (26 mg, 0.27 mmol) and 2-bromopyridine (23 μl, 0.23 mmol) to a solution of 6-aminomethyl-3-tert-butoxycarbonyl-7-chloro-2,3,4,5-tetrahydro-1H-benzo[d]azepine (60 mg, 0.19 mmol) in anhydrous toluene (3 mL). Degas the slurry under house vacuum, then flush with nitrogen. Stir the mixture at 95° C. for 20 h. Cool the mixture to room temperature, dilute with diethyl ether (20 mL) and filter ...